This data is from the Open Reaction Database (ORD), a public repository of structured organic reaction records. The task is: describe an organic reaction: reactants, conditions, products, and yield Reactants: NC1=C(C(=NC(=C1F)C1=CC=C(C=C1)C=O)C(=O)OC)OC (methyl 4-amino-5-fluoro-6-(4-formylphenyl)-3-methoxypicolinate), C(=O)([O-])[O-].[K+].[K+] (K2CO3), CO (CH3OH), [N+](=[N-])=C(C(C)=O)P(OC)(OC)=O (Dimethyl 1-diazo-2-oxopropylphosphonate). Solvent: CCOCC (Et2O). Conditions: time 4 hour. The product is NC1=C(C(=NC(=C1F)C1=CC=C(C=C1)C#C)C(=O)OC)OC (methyl 4-amino-6-(4-ethynylphenyl)-5-fluoro-3-methoxypicolinate). Yield: 73.4%. As a reaction SMILES: [NH2:1][C:2]1[C:7]([F:8])=[C:6]([C:9]2[CH:14]=[CH:13][C:12]([CH:15]=O)=[CH:11][CH:10]=2)[N:5]=[C:4]([C:17]([O:19][CH3:20])=[O:18])[C:3]=1[O:21][CH3:22].[C:23]([O-])([O-])=O.[K+].[K+].CO.[N+](=C(P(=O)(OC)OC)C(=O)C)=[N-]>CCOCC>[NH2:1][C:2]1[C:7]([F:8])=[C:6]([C:9]2[CH:14]=[CH:13][C:12]([C:15]#[CH:23])=[CH:11][CH:10]=2)[N:5]=[C:4]([C:17]([O:19][CH3:20])=[O:18])[C:3]=1[O:21][CH3:22] |f:1.2.3|. Procedure details: To a 20 mL reaction vial were added methyl 4-amino-5-fluoro-6-(4-formylphenyl)-3-methoxypicolinate (0.41 g, 1.347 mmol), K2CO3 (0.372 g, 2.69 mmol), and CH3OH (20 mL). Dimethyl 1-diazo-2-oxopropylphosphonate (0.311 g, 1.617 mmol) was added in one portion. After stirring for 4 h, the reaction mixture was diluted with Et2O (50 mL) and washed with 5% NaHCO3 (25 mL). The organic layer was dried over MgSO4 (5 g), filtered, and concentrated on a rotary evaporator. The resulting residue was purified us...